Dataset: the Open Reaction Database (ORD), a public repository of structured organic reaction records. Task: describe an organic reaction: reactants, conditions, products, and yield Reactants: N(=C=S)C1=C(C(=O)OCC)C=CC(=C1)OCC1=CC=CC=C1 (ethyl 2-isothiocyanato-4-(phenylmethoxy)benzoate), NCCN1CCC(CC1)C(=O)C1=CC=C(C=C1)F ([1-(2-aminoethyl)-4-piperidinyl](4-fluorophenyl)methanone). Solvent: O1CCCC1 (tetrahydrofuran), O1CCCC1 (tetrahydrofuran). Run at time 30 minute. The product is FC1=CC=C(C(=O)C2CCN(CC2)CCN2C(NC3=CC(=CC=C3C2=O)OCC2=CC=CC=C2)=S)C=C1 (3-[2-[4-(4-fluorobenzoyl)-1-piperidinyl]ethyl]-2,3-dihydro-7-(phenylmethoxy)-2-thioxo-4(1H)-quinazolinone). Yield: 29.0%. As a reaction SMILES: [NH2:1][CH2:2][CH2:3][N:4]1[CH2:9][CH2:8][CH:7]([C:10]([C:12]2[CH:17]=[CH:16][C:15]([F:18])=[CH:14][CH:13]=2)=[O:11])[CH2:6][CH2:5]1.[N:19]([C:22]1[CH:32]=[C:31]([O:33][CH2:34][C:35]2[CH:40]=[CH:39][CH:38]=[CH:37][CH:36]=2)[CH:30]=[CH:29][C:23]=1[C:24](OCC)=[O:25])=[C:20]=[S:21]>O1CCCC1>[F:18][C:15]1[CH:16]=[CH:17][C:12]([C:10]([CH:7]2[CH2:8][CH2:9][N:4]([CH2:3][CH2:2][N:1]3[C:24](=[O:25])[C:23]4[C:22](=[CH:32][C:31]([O:33][CH2:34][C:35]5[CH:36]=[CH:37][CH:38]=[CH:39][CH:40]=5)=[CH:30][CH:29]=4)[NH:19][C:20]3=[S:21])[CH2:5][CH2:6]2)=[O:11])=[CH:13][CH:14]=1. Reported procedure: To a stirred mixture of 6.25 parts of [1-(2-aminoethyl)-4-piperidinyl](4-fluorophenyl)methanone and 135 parts of tetrahydrofuran was added dropwise a solution of 7.5 parts of ethyl 2-isothiocyanato-4-(phenylmethoxy)benzoate in 45 parts of tetrahydrofuran. Upon completion, stirring was continued for 4 hours at room temperature and for 30 minutes at reflux temperature. After cooling, the product was filtered off and crystallized from a mixture of N,N-dimethylformamide and water. The product was fi... Product: BrC1=C(C(=CC2=CC=CC=C12)[Si](C1=CC=CC=C1)(C1=CC=CC=C1)C1=CC=CC=C1)OC ((4-bromo-3-methoxy-2-naphtyl)-triphenylsilane). The yield is 94.9%. Procedure details: A 150 mL Schlenk flask was charged with 4.68 g of (3-methoxy-2-naphthyl)(triphenyl)silane (11.23 mmol) and 2.20 g of N-bromosuccinimide (NBS) (12.36 mmol) under argon followed by addition of 10 mL of dimethylformamide (DMF). The resultant mixture was stirred overnight at room temperature, then diluted with 500 mL of water and extracted with 3 times 50 mL of CH2Cl2. The combined organic extracts were washed with 200 mL of water, brine and dried over Na2SO4. The product was purified by passing thr... Reactants: CCOC(=O)C (EtOAc), resultant mixture, COC=1C(=CC2=CC=CC=C2C1)[Si](C1=CC=CC=C1)(C1=CC=CC=C1)C1=CC=CC=C1 ((3-methoxy-2-naphthyl)(triphenyl)silane), BrN1C(CCC1=O)=O (N-bromosuccinimide), CN(C=O)C (dimethylformamide). RXN SMILES: [CH3:1][O:2][C:3]1[C:4]([Si:13]([C:26]2[CH:31]=[CH:30][CH:29]=[CH:28][CH:27]=2)([C:20]2[CH:25]=[CH:24][CH:23]=[CH:22][CH:21]=2)[C:14]2[CH:19]=[CH:18][CH:17]=[CH:16][CH:15]=2)=[CH:5][C:6]2[C:11]([CH:12]=1)=[CH:10][CH:9]=[CH:8][CH:7]=2.[Br:32]N1C(=O)CCC1=O.CN(C)C=O.CCOC(C)=O>O>[Br:32][C:12]1[C:11]2[C:6](=[CH:7][CH:8]=[CH:9][CH:10]=2)[CH:5]=[C:4]([Si:13]([C:20]2[CH:21]=[CH:22][CH:23]=[CH:24][CH:25]=2)([C:14]2[CH:19]=[CH:18][CH:17]=[CH:16][CH:15]=2)[C:26]2[CH:31]=[CH:30][CH:29]=[CH:28][CH:27]=2)[C:3]=1[O:2][CH3:1]. Solvent: O (water). Starting materials: CN1[C@H](C(=O)O)CCC1=O (1-methyl-5-oxoproline), C(O)([O-])=O.[Na+] (sodium hydrogen carbonate), C(C)OC1N(C2=CC=CC=C2C=C1)C(=O)OCC (2-ethoxy-1-ethoxycarbonyl-1,2-dihydroquinoline), Cl.ClC1=C(C=CC(=C1C(F)(F)F)F)CN ({[2-Chloro-4-fluoro-3-(trifluoromethyl)phenyl]methyl}amine hydrochloride). Solvent: ClCCl (dichloromethane). Conditions: time 4 hour. The product is ClC1=C(C=CC(=C1C(F)(F)F)F)CNC([C@H]1N(C(CC1)=O)C)=O (N-{[2-chloro-4-fluoro-3-(trifluoromethyl)phenyl]methyl}-1-methyl-5-oxoprolinamide). Reaction SMILES: [CH3:1][N:2]1[C:9](=[O:10])[CH2:8][CH2:7][C@H:3]1[C:4]([OH:6])=O.C(OC1C=CC2C(=CC=CC=2)N1C(OCC)=O)C.Cl.[Cl:30][C:31]1[C:36]([C:37]([F:40])([F:39])[F:38])=[C:35]([F:41])[CH:34]=[CH:33][C:32]=1[CH2:42][NH2:43].C(=O)([O-])O.[Na+]>ClCCl>[Cl:30][C:31]1[C:36]([C:37]([F:39])([F:40])[F:38])=[C:35]([F:41])[CH:34]=[CH:33][C:32]=1[CH2:42][NH:43][C:4](=[O:6])[C@@H:3]1[CH2:7][CH2:8][C:9](=[O:10])[N:2]1[CH3:1] |f:2.3,4.5|. Reported procedure: 1-methyl-5-oxoproline (0.057 g, 0.4 mmol, prepared in a manner analogous to that described above for example 51) dissolved in dichloromethane (4 ml) and treated with 2-ethoxy-1-ethoxycarbonyl-1,2-dihydroquinoline (0.104 g, 0.42 mmol). {[2-Chloro-4-fluoro-3-(trifluoromethyl)phenyl]methyl}amine hydrochloride (0.105 g, 0.4 mmol, prepared as described below) was then added and the mixture was stirred at room temperature for 4 hrs. The mixture was treated with saturated aqueous sodium hydrogen carbon... The reactants are C(C)(C)(C)OCC(OCC1=CC=C(C=C1)C1=NC=CC=C1S(=O)(=O)NC1=NC=C(N=C1OC)C)C (2-{4-[(2-tert-butoxy-1-methylethoxy)methyl]phenyl}-N-(3-methoxy-5-methylpyrazin-2-yl)pyridine-3-sulphonamide), [Cl-].[NH4+] (ammonium chloride). Solvent: FC(C(=O)O)(F)F (trifluoroacetic acid). Run at time 30 minute. Product: COC=1C(=NC=C(N1)C)NS(=O)(=O)C=1C=NC=CC1 (N-(3-methoxy-5-methylpyrazin-2-yl)pyridine-3-sulphonamide). Isolated yield 59.1%. RXN SMILES: C(OCC(C)OCC1C=CC([C:16]2[C:21]([S:22]([NH:25][C:26]3[C:31]([O:32][CH3:33])=[N:30][C:29]([CH3:34])=[CH:28][N:27]=3)(=[O:24])=[O:23])=[CH:20][CH:19]=[CH:18][N:17]=2)=CC=1)(C)(C)C.[Cl-].[NH4+]>FC(F)(F)C(O)=O>[CH3:33][O:32][C:31]1[C:26]([NH:25][S:22]([C:21]2[CH:16]=[N:17][CH:18]=[CH:19][CH:20]=2)(=[O:23])=[O:24])=[N:27][CH:28]=[C:29]([CH3:34])[N:30]=1 |f:1.2|. Procedure: A solution of 2-{4-[(2-tert-butoxy-1-methylethoxy)methyl]phenyl}-N-(3-methoxy-5-methylpyrazin-2-yl)pyridine-3-sulphonamide (248 mg) in trifluoroacetic acid (1 ml) was left to stand for 30 minutes. Saturated ammonium chloride solution (20 ml) was added and the mixture was extracted with ethyl acetate (2×20 ml). The extracts were dried (MgSO4) and concentrated and the residue was dissolved in dichloromethane (10 ml). The solution was washed with water (2×10 ml) and dried (MgSO4). Volatile material...